From a dataset of the Open Reaction Database (ORD), a public repository of structured organic reaction records. describe an organic reaction: reactants, conditions, products, and yield The reactants are Brc1ccc2ccc3c(Br)ccc4ccc1c2c43, Cc1ccccc1, [Na+], [Na+], O=C([O-])[O-], OB(O)c1ccccc1, c1ccc(P(c2ccccc2)(c2ccccc2)[Pd](P(c2ccccc2)(c2ccccc2)c2ccccc2)(P(c2ccccc2)(c2ccccc2)c2ccccc2)P(c2ccccc2)(c2ccccc2)c2ccccc2)cc1. Yields the product Brc1ccc2ccc3c(-c4ccccc4)ccc4ccc1c2c43. Reaction SMILES: [Br:1][c:2]1[cH:3][cH:4][c:5]2[cH:6][cH:7][c:8]3[c:9]([Br:18])[cH:10][cH:11][c:12]4[cH:13][cH:14][c:15]1[c:16]2[c:17]34.[CH3:111][c:112]1[cH:113][cH:114][cH:115][cH:116][cH:117]1.[Na+:28].[Na+:29].[O-:30][C:31](=[O:32])[O-:33].[OH:19][B:20]([OH:21])[c:22]1[cH:23][cH:24][cH:25][cH:26][cH:27]1.[cH:34]1[cH:35][cH:36][c:37]([P:38]([Pd:39]([P:40]([c:41]2[cH:42][cH:43][cH:44][cH:45][cH:46]2)([c:47]2[cH:48][cH:49][cH:50][cH:51][cH:52]2)[c:53]2[cH:54][cH:55][cH:56][cH:57][cH:58]2)([P:59]([c:60]2[cH:61][cH:62][cH:63][cH:64][cH:65]2)([c:66]2[cH:67][cH:68][cH:69][cH:70][cH:71]2)[c:72]2[cH:73][cH:74][cH:75][cH:76][cH:77]2)[P:78]([c:79]2[cH:80][cH:81][cH:82][cH:83][cH:84]2)([c:85]2[cH:86][cH:87][cH:88][cH:89][cH:90]2)[c:91]2[cH:92][cH:93][cH:94][cH:95][cH:96]2)([c:97]2[cH:98][cH:99][cH:100][cH:101][cH:102]2)[c:103]2[cH:104][cH:105][cH:106][cH:107][cH:108]2)[cH:109][cH:110]1>>[Br:1][c:2]1[cH:3][cH:4][c:5]2[cH:6][cH:7][c:8]3[c:9](-[c:22]4[cH:23][cH:24][cH:25][cH:26][cH:27]4)[cH:10][cH:11][c:12]4[cH:13][cH:14][c:15]1[c:16]2[c:17]34. Starting materials: solution, C[Mg]Cl (methyl-magnesium chloride), C(C)(=O)C1=CCCCCCCCCCC1 (1-acetyl-1-cyclododecene), O (water). The solvent is O1CCCC1 (tetrahydrofuran). Yields the product CC(O)(C1=CCCCCCCCCCC1)C (dimethyl-cyclododecenyl-carbinol). Isolated yield 96.0%. RXN SMILES: [C:1]([C:4]1[CH2:15][CH2:14][CH2:13][CH2:12][CH2:11][CH2:10][CH2:9][CH2:8][CH2:7][CH2:6][CH:5]=1)(=[O:3])[CH3:2].[CH3:16][Mg]Cl.O>O1CCCC1>[CH3:2][C:1]([CH3:16])([C:4]1[CH2:15][CH2:14][CH2:13][CH2:12][CH2:11][CH2:10][CH2:9][CH2:8][CH2:7][CH2:6][CH:5]=1)[OH:3]. Procedure: 52 g (0.25 mole) of 1-acetyl-1-cyclododecene, prepared as described in Example 2, are added over 30 minutes to 200 ml of a 1.5-molar solution of methyl-magnesium chloride in tetrahydrofuran at from 0° to +10° C. After completion of the addition, the reaction mixture is hydrolyzed with 20 ml of water and the tetrahydrofuran solution is filtered to remove the salt which has precipitated. After destilling off the tetrahydrofuran under reduced pressure (50° C./20 mbars) the product which remains is ...